Dataset: the Open Reaction Database (ORD), a public repository of structured organic reaction records. Task: describe an organic reaction: reactants, conditions, products, and yield Starting materials: C1(=CC=CC=C1)P(C1=CC=CC=C1)C1=CC=CC=C1 (triphenylphosphine), sec-phenylethyl alcohol, C(#N)C1=CC=C(C=C1)O (4-cyanophenol), N(=NC(=O)OCC)C(=O)OCC (diethyl azodicarboxylate). Solvent: CCOC(=O)C (EtOAc), C1CCOC1 (THF). The product is C1(=CC=CC=C1)C(C)OC1=CC=C(C#N)C=C1 ((±)-4-(1-phenylethoxy)-benzonitrile), C1(=CC=CC=C1)P(C1=CC=CC=C1)C1=CC=CC=C1 (triphenylphosphine). Isolated yield 94.9%. RXN SMILES: [C:1]1([P:7]([C:14]2[CH:19]=[CH:18][CH:17]=[CH:16][CH:15]=2)[C:8]2[CH:13]=[CH:12][CH:11]=[CH:10][CH:9]=2)[CH:6]=[CH:5][CH:4]=[CH:3][CH:2]=1.[C:20]([C:22]1[CH:27]=[CH:26][C:25]([OH:28])=[CH:24][CH:23]=1)#[N:21].N(C(OCC)=O)=NC(O[CH2:34][CH3:35])=O>C1COCC1.CCOC(C)=O>[C:14]1([CH:34]([O:28][C:25]2[CH:26]=[CH:27][C:22]([C:20]#[N:21])=[CH:23][CH:24]=2)[CH3:35])[CH:15]=[CH:16][CH:17]=[CH:18][CH:19]=1.[C:14]1([P:7]([C:1]2[CH:2]=[CH:3][CH:4]=[CH:5][CH:6]=2)[C:8]2[CH:13]=[CH:12][CH:11]=[CH:10][CH:9]=2)[CH:15]=[CH:16][CH:17]=[CH:18][CH:19]=1. Procedure details: Add triphenylphosphine (7.869 g, 30 mmol) to a solution of sec-phenylethyl alcohol (1.467 g, 12 mmol), 4-cyanophenol (1.191 g, 10 mmol) and diethyl azodicarboxylate (4.528 g, 26 mmol) in anhydrous THF (50 mL) at 0° C. Stir the reaction at ambient temperature for 12 h. Dilute with EtOAc, wash with brine, dry over Na2SO4, filter and concentrate. Purify by chromatography on silica gel eluting with EtOAc/hexane (1:8) to give (±)-4-(1-phenylethoxy)-benzonitrile with a small amount of triphenylphosphi... As a reaction SMILES: [CH2:1]([C:3]1[S:12][C:11]2[N:10]3[C:13]([CH2:16][CH2:17][CH2:18][CH2:19][CH2:20][CH2:21][CH2:22][CH2:23][CH2:24][CH2:25][CH3:26])=[N:14][N:15]=[C:9]3[CH2:8]N=[C:6]([C:27]3[CH:32]=[CH:31][C:30]([O:33][CH3:34])=[CH:29][CH:28]=3)[C:5]=2[CH:4]=1)[CH3:2].S(=O)(=O)(O)[OH:36].N([O-])=O.[Na+].C(=O)([O-])[O-].[K+].[K+].[OH2:50]>>[CH2:1]([C:3]1[S:12][C:11]([N:10]2[C:13]([CH2:16][CH2:17][CH2:18][CH2:19][CH2:20][CH2:21][CH2:22][CH2:23][CH2:24][CH2:25][CH3:26])=[N:14][N:15]=[C:9]2[CH2:8][OH:50])=[C:5]([C:6](=[O:36])[C:27]2[CH:32]=[CH:31][C:30]([O:33][CH3:34])=[CH:29][CH:28]=2)[CH:4]=1)[CH3:2] |f:2.3,4.5.6|. Starting materials: C(C)C1=CC=2C(=NCC=3N(C2S1)C(=NN3)CCCCCCCCCCC)C3=CC=C(C=C3)OC (2-ethyl-4-(4-methoxylphenyl)-9-undecyl-6H-thieno[3,2-f][1,2,4]triazolo[4,3-a][1,4]diazepine), N(=O)[O-].[Na+] (sodium nitrite), O (water), C([O-])([O-])=O.[K+].[K+] (potassium carbonate), S(O)(O)(=O)=O (sulfuric acid), O (water). Procedure details: 2-Ethyl-4-(4-methoxylphenyl)-9-undecyl-6H-thieno[3,2-f][1,2,4]triazolo[4,3-a][1,4]diazepine (8.0 g) obtained in Example 16 was suspended in water (200 ml). Thereto was added sulfuric acid (7.6 ml) and the mixture was stirred at 80° C. for 2 hours. Thereto was gradually added dropwise a solution of sodium nitrite (7.6 g) in water (25 ml) and the mixture was stirred at 80° C. for 3 hours. After cooling, potassium carbonate was added thereto to make the reaction mixture alkaline. The mixture was ex... The product is C(C)C1=CC(=C(S1)N1C(=NN=C1CCCCCCCCCCC)CO)C(C1=CC=C(C=C1)OC)=O (5-ethyl-3-(4-methoxybenzoyl)-2-(3-hydroxymethyl-5-undecyl1,2,4-triazol-4-yl)thiophene). Reaction conditions: temperature 80 celsius, time 2 hour. Reactants: NC1=C2C(C(=CN(C2=C(C(=C1F)F)F)C1CC1)C(=O)O)=O (5-amino-1-cyclopropyl-6,7,8-trifluoro-1,4-dihydro-4-oxoquinoline-3-carboxylic acid), Br.Br.C1=2CNCC2CNC1 (3,7-diazabicyclo[3.3.0]oct-1(5)-ene dihydrobromide), N12CCCCCC2=NCCC1 (1,8-diazabicyclo[5.4.0] undec-7-ene). Solvent: C(C)#N (acetonitrile). Run at temperature 100 celsius, time 8 hour. Product: NC1=C2C(C(=CN(C2=C(C(=C1F)N1CC=2CNCC2C1)F)C1CC1)C(=O)O)=O (5-amino-1-cyclopropyl-7-[3,7-diazabicyclo[3.3.0]oct-1(5)-en-3-yl]-6,8-difluoro-1,4-dihydro-4-oxoquinoline-3-carboxylic acid). Isolated yield 57.6%. Reaction SMILES: [NH2:1][C:2]1[C:11]([F:12])=[C:10](F)[C:9]([F:14])=[C:8]2[C:3]=1[C:4](=[O:21])[C:5]([C:18]([OH:20])=[O:19])=[CH:6][N:7]2[CH:15]1[CH2:17][CH2:16]1.Br.Br.[C:24]12[CH2:31][NH:30][CH2:29][C:28]=1[CH2:27][NH:26][CH2:25]2.N12CCCN=C1CCCCC2>C(#N)C>[NH2:1][C:2]1[C:11]([F:12])=[C:10]([N:26]2[CH2:27][C:28]3[CH2:29][NH:30][CH2:31][C:24]=3[CH2:25]2)[C:9]([F:14])=[C:8]2[C:3]=1[C:4](=[O:21])[C:5]([C:18]([OH:20])=[O:19])=[CH:6][N:7]2[CH:15]1[CH2:16][CH2:17]1 |f:1.2.3|. Reported procedure: 0.4 g of 5-amino-1-cyclopropyl-6,7,8-trifluoro-1,4-dihydro-4-oxoquinoline-3-carboxylic acid, 0.8 g of 3,7-diazabicyclo[3.3.0]oct-1(5)-ene dihydrobromide and 0.6 ml of 1,8-diazabicyclo[5.4.0] undec-7-ene (DBU) were suspended in 40 ml of acetonitrile and the suspension was refluxed in 100° C. oil bath for 7 hours. The reaction mixture was kept overnight at room temperature. The produced precipitate was filtered and washed with methanol. 0.3 g of the titled compound was obtained (yield 57%). Reported procedure: A mixture of (S)-1-(6-bromo-4-(cyclopropanecarbonyl)-2-methyl-3,4-dihydroquinoxaline-1(2H)-yl)-2,2,2-trifluoroethanone (0.100 g, 0.256 mmol), 1- cyclopropyl-4-(4,4,5,5-tetramethyl-1,3,2-dioxaborolan-2-yl)-1H-pyrazole (0.066 g, 0.281 mmol), chloro(2-dicyclohexyl phosphino-2′,4′,6′-tri-i-propyl-1,1′-biphenyl)(2′-amino-1,1′-biphenyl-2-yl) palladium(II) (XPhos Precatalyst 2nd Generation) (10.06 mg, 0.013 mmol), and cesium carbonate (0.250 g, 0.767 mmol) in dioxane (2.0 mL) and water (0.40 mL) was he... Run at temperature 100 celsius. Yields the product C1(CC1)C(=O)N1C[C@@H](NC2=CC=C(C=C12)C=1C=NN(C1)C1CC1)C ((S)-cyclopropyl(7-(1-cyclopropyl-1H-pyrazol-4-yl)-3-methyl-3,4-dihydroquinoxaline-1(2H)-yl)methanone). The yield is 78.8%. Starting materials: BrC=1C=C2N(C[C@@H](N(C2=CC1)C(C(F)(F)F)=O)C)C(=O)C1CC1 ((S)-1-(6-bromo-4-(cyclopropanecarbonyl)-2-methyl-3,4-dihydroquinoxaline-1(2H)-yl)-2,2,2-trifluoroethanone), C1(CC1)N1N=CC(=C1)B1OC(C(O1)(C)C)(C)C (1- cyclopropyl-4-(4,4,5,5-tetramethyl-1,3,2-dioxaborolan-2-yl)-1H-pyrazole), C([O-])([O-])=O.[Cs+].[Cs+] (cesium carbonate). Reagents/catalysts: CC(C)C1=CC(=C(C(=C1)C(C)C)C2=CC(=CC=C2)P(C3CCCCC3)C4CCCCC4)C(C)C.C1=CC=C([C-]=C1)C2=CC=CC=C2N.Cl[Pd+] (chloro(2-dicyclohexyl phosphino-2′,4′,6′-tri-i-propyl-1,1′-biphenyl)(2′-amino-1,1′-biphenyl-2-yl) palladium(II)). Solvent: O1CCOCC1 (dioxane), O (water). Reaction SMILES: Br[C:2]1[CH:3]=[C:4]2[C:9](=[CH:10][CH:11]=1)[N:8](C(=O)C(F)(F)F)[C@@H:7]([CH3:18])[CH2:6][N:5]2[C:19]([CH:21]1[CH2:23][CH2:22]1)=[O:20].[CH:24]1([N:27]2[CH:31]=[C:30](B3OC(C)(C)C(C)(C)O3)[CH:29]=[N:28]2)[CH2:26][CH2:25]1.C(=O)([O-])[O-].[Cs+].[Cs+]>O1CCOCC1.O.CC(C1C=C(C(C)C)C(C2C=CC=C(P(C3CCCCC3)C3CCCCC3)C=2)=C(C(C)C)C=1)C.C1C=[C-]C(C2C(N)=CC=CC=2)=CC=1.Cl[Pd+]>[CH:21]1([C:19]([N:5]2[C:4]3[C:9](=[CH:10][CH:11]=[C:2]([C:30]4[CH:29]=[N:28][N:27]([CH:24]5[CH2:26][CH2:25]5)[CH:31]=4)[CH:3]=3)[NH:8][C@@H:7]([CH3:18])[CH2:6]2)=[O:20])[CH2:22][CH2:23]1 |f:2.3.4,7.8.9|. The reactants are amine, N[C@H]([C@@H](CN[C@H]1CCOC2=CC=C(C=C12)I)O)CC1=CC(=CC(=C1)F)F ((2R,3S)-3-amino-4-(3,5-difluorophenyl)-1-{[(4S)-6-iodo-3,4-dihydro-2H-chromen-4-yl]amino}butan-2-ol), C=1C=CC2=C(C1)N=NN2O (HOBt), CCC(=O)O (2-methylacetic acid), C(CCl)Cl (EDC), CN(C)C=O.C(Cl)Cl (DMF DCM). The solvent is CCN(CC)CC (Et3N). Conditions: time 6 hour. The product is FC=1C=C(C[C@@H]([C@@H](CN[C@H]2CCOC3=CC=C(C=C23)I)O)NC(C(C)(C)O)=O)C=C(C1)F (N-((1S,2R)-1-(3,5-difluorobenzyl)-2-hydroxy-3-{[(4S)-6-iodo-3,4-dihydro-2H-chromen-4-yl]amino}propyl)-2-hydroxy-2-methylpropanamide). Reaction SMILES: [NH2:1][C@@H:2]([CH2:18][C:19]1[CH:24]=[C:23]([F:25])[CH:22]=[C:21]([F:26])[CH:20]=1)[C@H:3]([OH:17])[CH2:4][NH:5][C@@H:6]1[C:15]2[C:10](=[CH:11][CH:12]=[C:13]([I:16])[CH:14]=2)[O:9][CH2:8][CH2:7]1.CC[C:29](O)=[O:30].C(Cl)CCl.C1C=C[C:39]2N(O)N=N[C:40]=2[CH:41]=1.CN(C=[O:50])C.C(Cl)Cl>CCN(CC)CC>[F:25][C:23]1[CH:24]=[C:19]([CH:20]=[C:21]([F:26])[CH:22]=1)[CH2:18][C@H:2]([NH:1][C:29](=[O:30])[C:40]([OH:50])([CH3:39])[CH3:41])[C@H:3]([OH:17])[CH2:4][NH:5][C@@H:6]1[C:15]2[C:10](=[CH:11][CH:12]=[C:13]([I:16])[CH:14]=2)[O:9][CH2:8][CH2:7]1 |f:4.5|. Reported procedure: (2R,3S)-3-amino-4-(3,5-difluorophenyl)-1-{[(4S)-6-iodo-3,4-dihydro-2H-chromen-4-yl]amino}butan-2-ol (1 equiv) was combined with 2-methylacetic acid, (1.25 equiv), EDC (1.5 equiv) and HOBt (1.5 equiv) in DMF/DCM (1:1, 10 mL). The reaction mixture was treated with Et3N and stirred at ambient temperature for 6 h. HPLC determined that the amine had been consumed by this time, and the reaction mixture was poured onto EtOAc and washed with 1M HCl, then the organics were dried over MgSO4 and concentrat... The reactants are CN(C=C(C(=O)OCC)C=1C=NC=C(C1)Br)C (Ethyl 3-(dimethylamino)-2-(5-bromopyridin-3-yl)acrylate), N(N)C1=NC=NC(=C1)N1CCCCC1 (4-Hydrazino-6-piperidin-1-ylpyrimidine), C1(=CC=C(C=C1)S(=O)(=O)O)C (p-toluenesulfonic acid), solution, Cl (hydrogen chloride). Run in C(C)O (ethanol), O1CCOCC1 (dioxane). Conditions: time 30 minute. Product: Cl.BrC=1C=C(C=NC1)C=1C(N(NC1)C1=NC=NC(=C1)N1CCCCC1)=O (4-(5-Bromopyridin-3-yl)-2-(6-piperidin-1-ylpyrimidin-4-yl)-1,2-dihydro-3H-pyrazol-3-one hydrochloride). Reaction SMILES: C[N:2](C)[CH:3]=[C:4]([C:10]1[CH:11]=[N:12][CH:13]=[C:14]([Br:16])[CH:15]=1)[C:5]([O:7]CC)=O.[NH:18]([C:20]1[CH:25]=[C:24]([N:26]2[CH2:31][CH2:30][CH2:29][CH2:28][CH2:27]2)[N:23]=[CH:22][N:21]=1)N.C1(C)C=CC(S(O)(=O)=O)=CC=1.[ClH:43]>C(O)C.O1CCOCC1>[ClH:43].[Br:16][C:14]1[CH:15]=[C:10]([C:4]2[C:5](=[O:7])[N:18]([C:20]3[CH:25]=[C:24]([N:26]4[CH2:27][CH2:28][CH2:29][CH2:30][CH2:31]4)[N:23]=[CH:22][N:21]=3)[NH:2][CH:3]=2)[CH:11]=[N:12][CH:13]=1 |f:6.7|. Procedure details: At 100° C., 500 mg (1.7 mmol) of the compound from Example 11A, 323 mg (1.7 mmol) of the compound from Example 8A and 58 mg (0.3 mmol) of p-toluenesulfonic acid are stirred in 2 ml of ethanol for 16 h. After cooling to RT, 0.5 ml of a 4 N solution of hydrogen chloride in dioxane is added, and the mixture is stirred at RT for 30 min. The precipitate is filtered off, washed first with ethanol and then with diethyl ether and dried under reduced pressure. The reactants are O=C([O-])[O-], CSC(=Nc1nc2ncc(Cl)cc2s1)SC, [Cs+], [Cs+], NCC1(O)CN2CCC1CC2, CN(C)C=O, O. Yields the product Clc1cnc2nc(NC3=NCC4(CN5CCC4CC5)O3)sc2c1. RXN SMILES: [C:28](=[O:29])([O-:30])[O-:31].[Cl:1][c:2]1[cH:3][c:4]2[c:5]([n:6][cH:7]1)[n:8][c:9]([N:11]=[C:12]([S:13][CH3:14])[S:15][CH3:16])[s:10]2.[Cs+:32].[Cs+:33].[NH2:17][CH2:18][C:19]1([OH:27])[CH2:20][N:21]2[CH2:22][CH2:23][CH:24]1[CH2:25][CH2:26]2.[O:35]=[CH:36][N:37]([CH3:38])[CH3:39].[OH2:34]>>[Cl:1][c:2]1[cH:3][c:4]2[c:5]([n:6][cH:7]1)[n:8][c:9]([NH:11][C:12]1=[N:17][CH2:18][C:19]3([CH2:20][N:21]4[CH2:22][CH2:23][CH:24]3[CH2:25][CH2:26]4)[O:27]1)[s:10]2.